Task: describe an organic reaction: reactants, conditions, products, and yield. Dataset: the Open Reaction Database (ORD), a public repository of structured organic reaction records The reactants are C(C)(C)(C)OC(CN1CCN(CCN(CC1)CC(CC1=CC=C(C=C1)NC(CCC(C)C1CCC2C3CCC4CC(CCC4(C3CC(C12C)O)C)O)=O)NCC(=O)OC(C)(C)C)CC(=O)OC(C)(C)C)=O ([4-tert-butoxycarbonylmethyl-7-(2-(tert-butoxycarbonylmethyl-amino)-3-{4-[4-(3,12-dihydroxy-10,13-dimethyl-hexadecahydro-cyclopenta[a]phenanthren-17-yl)-pentanoylamino]-phenyl}-propyl)-[1,4,7]triazonan-1-yl]-acetic acid tert-butyl ester), Cl (HCl), CCOCC (ether). Run in O1CCOCC1 (1,4 dioxane), O1CCOCC1 (1,4-dioxane). Conditions: time 1.8 hour. Product: C(=O)(O)CN1CCN(CCN(CC1)CC(CC1=CC=C(C=C1)NC(CCC(C)C1CCC2C3CCC4CC(CCC4(C3CC(C12C)O)C)O)=O)NCC(=O)O)CC(=O)O ([4-Carboxymethyl-7-(2-(carboxymethyl-amino)-3-{4-[4-(3,12-dihydroxy-10,13-dimethylhexadecahydro-cyclopenta[a]phenanthren-17-yl)-pentanoylamino]-phenyl}-propyl)-[1,4,7]triazonan-1-yl]-acetic acid). Isolated yield 115.0%. As a reaction SMILES: C([O:5][C:6](=[O:71])[CH2:7][N:8]1[CH2:16][CH2:15][N:14]([CH2:17][CH:18]([NH:54][CH2:55][C:56]([O:58]C(C)(C)C)=[O:57])[CH2:19][C:20]2[CH:25]=[CH:24][C:23]([NH:26][C:27](=[O:53])[CH2:28][CH2:29][CH:30]([CH:32]3[C:48]4([CH3:49])[CH:35]([CH:36]5[CH:45]([CH2:46][CH:47]4[OH:50])[C:44]4([CH3:51])[CH:39]([CH2:40][CH:41]([OH:52])[CH2:42][CH2:43]4)[CH2:38][CH2:37]5)[CH2:34][CH2:33]3)[CH3:31])=[CH:22][CH:21]=2)[CH2:13][CH2:12][N:11]([CH2:63][C:64]([O:66]C(C)(C)C)=[O:65])[CH2:10][CH2:9]1)(C)(C)C.Cl.CCOCC>O1CCOCC1>[C:6]([CH2:7][N:8]1[CH2:16][CH2:15][N:14]([CH2:17][CH:18]([NH:54][CH2:55][C:56]([OH:58])=[O:57])[CH2:19][C:20]2[CH:21]=[CH:22][C:23]([NH:26][C:27](=[O:53])[CH2:28][CH2:29][CH:30]([CH:32]3[C:48]4([CH3:49])[CH:35]([CH:36]5[CH:45]([CH2:46][CH:47]4[OH:50])[C:44]4([CH3:51])[CH:39]([CH2:40][CH:41]([OH:52])[CH2:42][CH2:43]4)[CH2:38][CH2:37]5)[CH2:34][CH2:33]3)[CH3:31])=[CH:24][CH:25]=2)[CH2:13][CH2:12][N:11]([CH2:63][C:64]([OH:66])=[O:65])[CH2:10][CH2:9]1)([OH:71])=[O:5]. Procedure details: To a solution of Compound 8 (20 mg, 0.02 mmol) in 1,4 dioxane (1 mL) was dropwise added 4M HCl in 1,4-dioxane (1 mL) at 0-5° C. After the addition, the reaction mixture was gradually increased to room temperature and stirred for 1.8 h. To this solution, ether (30 mL) was added and continuously stirred for 30 min. The resulting mixture was placed in the freezer for 2 h. Solid residue was quickly filtered, washed with ethyl ether (5 mL), and immediately dissolved in DI H2O and lypophilized to prov...